From a dataset of the Open Reaction Database (ORD), a public repository of structured organic reaction records. describe an organic reaction: reactants, conditions, products, and yield Reactants: CCOC(=O)CCCC(C)c1ccccc1, CC(=O)O, O, O=S(=O)(O)O. Product: CC(CCCC(=O)O)c1ccccc1. RXN SMILES: [CH3:1][CH:2]([CH2:3][CH2:4][CH2:5][C:6](=[O:7])[O:8][CH2:9][CH3:10])[c:11]1[cH:12][cH:13][cH:14][cH:15][cH:16]1.[CH3:22][C:23](=[O:24])[OH:25].[OH2:26].[S:17](=[O:18])(=[O:19])([OH:20])[OH:21]>>[CH3:1][CH:2]([CH2:3][CH2:4][CH2:5][C:6](=[O:7])[OH:8])[c:11]1[cH:12][cH:13][cH:14][cH:15][cH:16]1. Starting materials: Cc1nc(Oc2ccccc2)c([N+](=O)[O-])c(NCCOc2ccccc2)c1C, Cc1ccccc1, [H][H]. Product: Cc1nc(Oc2ccccc2)c(N)c(NCCOc2ccccc2)c1C. Reaction SMILES: [CH3:1][c:2]1[n:3][c:4]([O:22][c:23]2[cH:24][cH:25][cH:26][cH:27][cH:28]2)[c:5]([N+:19]([O-:20])=[O:21])[c:6]([NH:9][CH2:10][CH2:11][O:12][c:13]2[cH:14][cH:15][cH:16][cH:17][cH:18]2)[c:7]1[CH3:8].[CH3:31][c:32]1[cH:33][cH:34][cH:35][cH:36][cH:37]1.[H:29][H:30]>>[CH3:1][c:2]1[n:3][c:4]([O:22][c:23]2[cH:24][cH:25][cH:26][cH:27][cH:28]2)[c:5]([NH2:19])[c:6]([NH:9][CH2:10][CH2:11][O:12][c:13]2[cH:14][cH:15][cH:16][cH:17][cH:18]2)[c:7]1[CH3:8]. The product is c1ccc(CNCCc2ncccn2)cc1. Reactants: CC(=O)O, CCO, C=Cc1ncccn1, NCc1ccccc1. As a reaction SMILES: [C:9]([OH:10])(=[O:11])[CH3:12].[CH3:21][CH2:22][OH:23].[CH:1](=[CH2:2])[c:3]1[n:4][cH:5][cH:6][cH:7][n:8]1.[NH2:13][CH2:14][c:15]1[cH:16][cH:17][cH:18][cH:19][cH:20]1>>[CH2:1]([CH2:2][NH:13][CH2:14][c:15]1[cH:16][cH:17][cH:18][cH:19][cH:20]1)[c:3]1[n:4][cH:5][cH:6][cH:7][n:8]1. Starting materials: FC1=CC(=C(C=C1)OC)OC (4-fluoro-1,2-dimethoxybenzene), [Li]CCCC (n-BuLi), CCOC(=O)C (EtOAc), Cl (HCl). Solvent: C1CCOC1 (THF), hexanes. Reaction conditions: temperature -78 celsius, time 3 hour. The product is FC1=CC=C(C(=C1C=O)OC)OC (6-Fluoro-2,3-dimethoxy-benzaldehyde). Isolated yield 82.0%. As a reaction SMILES: [F:1][C:2]1[CH:7]=[CH:6][C:5]([O:8][CH3:9])=[C:4]([O:10][CH3:11])[CH:3]=1.[Li]CCCC.Cl.C[CH2:19][O:20]C(C)=O>C1COCC1>[F:1][C:2]1[C:3]([CH:19]=[O:20])=[C:4]([O:10][CH3:11])[C:5]([O:8][CH3:9])=[CH:6][CH:7]=1. Procedure details: To a cold (−78° C.) solution of 4-fluoro-1,2-dimethoxybenzene (15.00 g, 96.05 mmol) in anhydrous THF (150 mL) was added n-BuLi (84.5 mL, 211.32 mmol, 2.5 M solution in hexanes) under nitrogen and stirred it for 3 h at −78° C. Quenched the reaction with DMF (75 mL) at −65° C., added 2N HCl (300 mL) dropwise and further stirred for 30 min. Two layers separation was observed. Aqueous layer was extracted with EtOAc. Combined organic layers were washed with water, brine and dried over MgSO4. Filtered...